This data is from the Open Reaction Database (ORD), a public repository of structured organic reaction records. The task is: describe an organic reaction: reactants, conditions, products, and yield Reactants: C1CO1, CO, CCCC1(F)CNC(C(=O)NC(C(C)Cl)C2OC(SC)C(O)C(O)C2O)C1. Yields the product CCCC1(F)CC(C(=O)NC(C(C)Cl)C2OC(SC)C(O)C(O)C2O)N(CCO)C1. RXN SMILES: [CH2:28]1[CH2:29][O:30]1.[CH3:31][OH:32].[Cl:1][CH:2]([CH:3]([CH:4]1[O:5][CH:6]([S:13][CH3:14])[CH:7]([OH:12])[CH:8]([OH:11])[CH:9]1[OH:10])[NH:15][C:16](=[O:17])[CH:18]1[NH:19][CH2:20][C:21]([CH2:23][CH2:24][CH3:25])([F:26])[CH2:22]1)[CH3:27]>>[Cl:1][CH:2]([CH:3]([CH:4]1[O:5][CH:6]([S:13][CH3:14])[CH:7]([OH:12])[CH:8]([OH:11])[CH:9]1[OH:10])[NH:15][C:16](=[O:17])[CH:18]1[N:19]([CH2:28][CH2:29][OH:30])[CH2:20][C:21]([CH2:23][CH2:24][CH3:25])([F:26])[CH2:22]1)[CH3:27].